From a dataset of the Open Reaction Database (ORD), a public repository of structured organic reaction records. describe an organic reaction: reactants, conditions, products, and yield Reactants: COC(COC1=CC=C2C(=CN(C2=C1)CC(=O)N1[C@@H](C[C@H](C1)F)C(NCC1=C(C(=CC=C1)Cl)F)=O)C(N)=O)=O ((3-carbamoyl-1-{2-[(2S,4R)-2-(3-chloro-2-fluoro-benzylcarbamoyl)-4-fluoro-pyrrolidin-1-yl]-2-oxo-ethyl}-1H-indol-6-yloxy)-acetic acid methyl ester), Example 592, [Li+].[BH4-] (LiBH4). The solvent is C1CCOC1 (THF). Reaction conditions: time 2 hour. The product is ClC=1C(=C(CNC(=O)[C@H]2N(C[C@@H](C2)F)C(CN2C=C(C3=CC=C(C=C23)OCCO)C(=O)N)=O)C=CC1)F (1-{2-[(2S,4R)-2-(3-Chloro-2-fluoro-benzylcarbamoyl)-4-fluoro-pyrrolidin-1-yl]-2-oxo-ethyl}-6-(2-hydroxy-ethoxy)-1H-indole-3-carboxylic acid amide). RXN SMILES: C[O:2][C:3](=O)[CH2:4][O:5][C:6]1[CH:14]=[C:13]2[C:9]([C:10]([C:36](=[O:38])[NH2:37])=[CH:11][N:12]2[CH2:15][C:16]([N:18]2[CH2:22][C@H:21]([F:23])[CH2:20][C@H:19]2[C:24](=[O:35])[NH:25][CH2:26][C:27]2[CH:32]=[CH:31][CH:30]=[C:29]([Cl:33])[C:28]=2[F:34])=[O:17])=[CH:8][CH:7]=1.[Li+].[BH4-]>C1COCC1>[Cl:33][C:29]1[C:28]([F:34])=[C:27]([CH:32]=[CH:31][CH:30]=1)[CH2:26][NH:25][C:24]([C@@H:19]1[CH2:20][C@@H:21]([F:23])[CH2:22][N:18]1[C:16](=[O:17])[CH2:15][N:12]1[C:13]2[C:9](=[CH:8][CH:7]=[C:6]([O:5][CH2:4][CH2:3][OH:2])[CH:14]=2)[C:10]([C:36]([NH2:37])=[O:38])=[CH:11]1)=[O:35] |f:1.2|. Procedure: To a solution of (3-carbamoyl-1-{2-[(2S,4R)-2-(3-chloro-2-fluoro-benzylcarbamoyl)-4-fluoro-pyrrolidin-1-yl]-2-oxo-ethyl}-1H-indol-6-yloxy)-acetic acid methyl ester Example 592 (30.0 mg, 0.049 mmol) in THF (1 mL) was added LiBH4 (2M in THF; 0.049 mL, 0.098 mmol) and stirring was continued at RT for 2 h. The reaction mixture was partitioned between CH2Cl2 and water, and the aqueous layer was extracted with CH2Cl2 (3×). The combined organics were dried (phase separator) and concentrated under reduc... Reactants: ClC1=CC=C(C=C1)C=1NC=CC1S(=O)(=O)C(F)(F)F (2-(p-chlorophenyl)-3-[(trifluoromethyl)sulfonyl]pyrrole), FC(SCl)(F)F (trifluoromethylsulfenyl chloride), FC(S(=O)(=O)O)(F)F (trifluoromethanesulfonic acid), ClCCCl (1,2-dichloroethane). Solvent: C(Cl)Cl (methylene chloride). Conditions: temperature 70 celsius. The product is ethyl acetate hexanes, ClC1=CC=C(C=C1)C=1NC(=CC1S(=O)(=O)C(F)(F)F)SC(F)(F)F (2-(p-Chlorophenyl)-3-[(trifluoromethyl)sulfonyl]-5-[(trifluoromethyl)thio]pyrrole). Yield: 72.0%. RXN SMILES: [Cl:1][C:2]1[CH:7]=[CH:6][C:5]([C:8]2[NH:9][CH:10]=[CH:11][C:12]=2[S:13]([C:16]([F:19])([F:18])[F:17])(=[O:15])=[O:14])=[CH:4][CH:3]=1.[F:20][C:21]([F:25])([F:24])[S:22]Cl.FC(F)(F)S(O)(=O)=O.ClCCCl>C(Cl)Cl>[Cl:1][C:2]1[CH:3]=[CH:4][C:5]([C:8]2[NH:9][C:10]([S:22][C:21]([F:25])([F:24])[F:20])=[CH:11][C:12]=2[S:13]([C:16]([F:17])([F:19])[F:18])(=[O:14])=[O:15])=[CH:6][CH:7]=1. Procedure: A solution of 2-(p-chlorophenyl)-3-[(trifluoromethyl)sulfonyl]pyrrole (2.47 g, 0.0080 mol), trifluoromethylsulfenyl chloride (2.18 g, 0.016 mol), trifluoromethanesulfonic acid (0.12 g, 0.0008 mol) and 1,2-dichloroethane (15 mL) is placed in a pressure tube, heated at 70° C. for five days, diluted with methylene chloride, washed with saturated sodium hydrogen carbonate solution and brine, dried over anhydrous magnesium sulfate and concentrated in vacuo to obtain an amber syrup. Flash chromatograp... Starting materials: CC1=CC=CC2=NNN=C12 (tolytriazole), C(=C)N1C(CCC1)=O (1-vinyl-2-pyrrolidinone), C1(=CC=C(C=C1)S(=O)(=O)O)C (para toluene sulphonic acid), C1(=CC=CC=C1)C (toluene). The product is O=C1N(CCC1)C(C)C1=C(N=NN1)C1=C(C=CC=C1)C ([1-(2-oxo-1-pyrrolidinyl)ethyl]tolyltriazole). As a reaction SMILES: [CH3:1][C:2]1[C:10]2[C:6](=[N:7][NH:8][N:9]=2)[CH:5]=[CH:4][CH:3]=1.C([N:13]1[CH2:17][CH2:16][CH2:15][C:14]1=[O:18])=C.[C:19]1(C)[CH:24]=CC(S(O)(=O)=O)=C[CH:20]=1.[C:30]1(C)C=CC=CC=1>>[O:18]=[C:14]1[CH2:15][CH2:16][CH2:17][N:13]1[CH:5]([C:6]1[NH:7][N:8]=[N:9][C:10]=1[C:2]1[CH:3]=[CH:24][CH:19]=[CH:20][C:1]=1[CH3:30])[CH3:4]. Procedure: A mixture of tolytriazole (26.6 g; 0.2 moles), 1-vinyl-2-pyrrolidinone (22.2 g; 0.2 moles) and para toluene sulphonic acid (0.14 g) is heated in toluene (200 ml), under reflux, for 7 hours. The mixture is then cooled to ambient temperature and washed with 5% sodium bicarbonate solution (50 ml), water (2×50 ml) and finally, dried over anhydrous magnesium sulphate. The dried extract is filtered and then evaporated to yield a yellow oil. Short-path distillation of the crude product yields a pale ye... The reactants are CC(=O)[O-], CC1C(=O)N(Cc2ccc3c(Cl)ccnc3c2)CCN1C(=O)C=Cc1cc(Br)cs1, [NH4+], Oc1ccccc1. Product: CC1C(=O)N(Cc2ccc3c(N)ccnc3c2)CCN1C(=O)C=Cc1cc(Br)cs1. RXN SMILES: [CH3:39][C:40](=[O:41])[O-:42].[Cl:1][c:2]1[cH:3][cH:4][n:5][c:6]2[cH:7][c:8]([CH2:12][N:13]3[C:14](=[O:30])[CH:15]([CH3:29])[N:16]([C:19]([CH:20]=[CH:21][c:22]4[s:23][cH:24][c:25]([Br:27])[cH:26]4)=[O:28])[CH2:17][CH2:18]3)[cH:9][cH:10][c:11]12.[NH4+:38].[OH:31][c:32]1[cH:33][cH:34][cH:35][cH:36][cH:37]1>>[c:2]1([NH2:38])[cH:3][cH:4][n:5][c:6]2[cH:7][c:8]([CH2:12][N:13]3[C:14](=[O:30])[CH:15]([CH3:29])[N:16]([C:19]([CH:20]=[CH:21][c:22]4[s:23][cH:24][c:25]([Br:27])[cH:26]4)=[O:28])[CH2:17][CH2:18]3)[cH:9][cH:10][c:11]12. Starting materials: CC1=C(C=CC=C1)N1CCC=2C(NC=3C(=CC=CC3C21)C)=O (1-(2-methylphenyl)-4-oxo-6-methyl-2,3,4,5-tetra hydropyrrolo[3,2-c]quinoline). Reagents/catalysts: [Pd] (palladium/carbon). Solvent: C1(=CC=CC=C1)OC1=CC=CC=C1 (diphenyl ether). The product is CC1=C(C=CC=C1)N1C=CC=2C(NC=3C(=CC=CC3C21)C)=O (1-(2-methylphenyl)-4-oxo-6-methyl-4,5-dihydropyrrolo[3,2-c]quinoline). Isolated yield 85.0%. As a reaction SMILES: [CH3:1][C:2]1[CH:7]=[CH:6][CH:5]=[CH:4][C:3]=1[N:8]1[C:20]2[C:19]3[CH:18]=[CH:17][CH:16]=[C:15]([CH3:21])[C:14]=3[NH:13][C:12](=[O:22])[C:11]=2[CH2:10][CH2:9]1>C1(OC2C=CC=CC=2)C=CC=CC=1.[Pd]>[CH3:1][C:2]1[CH:7]=[CH:6][CH:5]=[CH:4][C:3]=1[N:8]1[C:20]2[C:19]3[CH:18]=[CH:17][CH:16]=[C:15]([CH3:21])[C:14]=3[NH:13][C:12](=[O:22])[C:11]=2[CH:10]=[CH:9]1. Procedure: 1-(2-methylphenyl)-4-oxo-6-methyl-2,3,4,5-tetra hydropyrrolo[3,2-c]quinoline (290 mg, 1.0 mmol) was dissolved in 20 ml of diphenyl ether and 40 mg of 5% palladium/carbon was added. The reaction mixture was heated for 4 hours. The reaction mixture was cooled to the room temperature and directly purified by silica gel chromatography to obtain 245 mg of desired compound as solid in 85% of yield. Starting materials: ClCCl, CC(C)(C)OC(=O)N(c1cc(-c2ccnc(F)c2)nc2c(C=O)cnn12)C1CC1, O=C(O)C(F)(F)F. The product is O=Cc1cnn2c(NC3CC3)cc(-c3ccnc(F)c3)nc12. As a reaction SMILES: [CH2:37]([Cl:38])[Cl:39].[CH:1]1([N:4]([C:5](=[O:6])[O:7][C:8]([CH3:9])([CH3:10])[CH3:11])[c:12]2[cH:13][c:14](-[c:23]3[cH:24][c:25]([F:29])[n:26][cH:27][cH:28]3)[n:15][c:16]3[n:17]2[n:18][cH:19][c:20]3[CH:21]=[O:22])[CH2:2][CH2:3]1.[F:30][C:31]([F:32])([F:33])[C:34]([OH:35])=[O:36]>>[CH:1]1([NH:4][c:12]2[cH:13][c:14](-[c:23]3[cH:24][c:25]([F:29])[n:26][cH:27][cH:28]3)[n:15][c:16]3[n:17]2[n:18][cH:19][c:20]3[CH:21]=[O:22])[CH2:2][CH2:3]1.